Dataset: the Open Reaction Database (ORD), a public repository of structured organic reaction records. Task: describe an organic reaction: reactants, conditions, products, and yield The reactants are [Br-], CC(C)(C)[O-], CCOC(C)=O, C[P+](c1ccccc1)(c1ccccc1)c1ccccc1, O=C1CN(C(=O)c2ccc(F)c(F)c2Nc2ccc(I)cc2F)C1, [K+], C1CCOC1. The product is C=C1CN(C(=O)c2ccc(F)c(F)c2Nc2ccc(I)cc2F)C1. Reaction SMILES: [Br-:37].[CH3:1][C:2]([CH3:3])([O-:4])[CH3:5].[CH3:31][CH2:32][O:33][C:34](=[O:35])[CH3:36].[CH3:38][P+:39]([c:40]1[cH:41][cH:42][cH:43][cH:44][cH:45]1)([c:46]1[cH:47][cH:48][cH:49][cH:50][cH:51]1)[c:52]1[cH:53][cH:54][cH:55][cH:56][cH:57]1.[F:7][c:8]1[c:9]([NH:22][c:23]2[c:24]([F:30])[cH:25][c:26]([I:29])[cH:27][cH:28]2)[c:10]([C:15](=[O:16])[N:17]2[CH2:18][C:19](=[O:21])[CH2:20]2)[cH:11][cH:12][c:13]1[F:14].[K+:6].[O:58]1[CH2:59][CH2:60][CH2:61][CH2:62]1>>[CH2:1]=[C:19]1[CH2:18][N:17]([C:15]([c:10]2[c:9]([NH:22][c:23]3[c:24]([F:30])[cH:25][c:26]([I:29])[cH:27][cH:28]3)[c:8]([F:7])[c:13]([F:14])[cH:12][cH:11]2)=[O:16])[CH2:20]1. Reactants: NC=1C=C(C=NC1)C(=O)C1=CN(C=2N=CN=CC21)C(C)C ((5-aminopyridin-3-yl)(7-isopropyl-7H-pyrrolo[2,3-d]pyrimidin-5-yl)methanone), FC(C(=O)C=1C=C(C(=O)O)C=CC1)(F)F (3-(trifluoroacetyl)benzoic acid). Product: C(C)(C)N1C=C(C2=C1N=CN=C2)C(=O)C=2C=C(C=NC2)NC(C2=CC(=CC=C2)C(C(F)(F)F)=O)=O (N-{5-[(7-isopropyl-7H-pyrrolo[2,3-d]pyrimidin-5-yl)carbonyl]pyridin-3-yl}-3-(trifluoroacetyl)benzamide). RXN SMILES: [NH2:1][C:2]1[CH:3]=[C:4]([C:8]([C:10]2[C:18]3[CH:17]=[N:16][CH:15]=[N:14][C:13]=3[N:12]([CH:19]([CH3:21])[CH3:20])[CH:11]=2)=[O:9])[CH:5]=[N:6][CH:7]=1.[F:22][C:23]([F:36])([F:35])[C:24]([C:26]1[CH:27]=[C:28]([CH:32]=[CH:33][CH:34]=1)[C:29](O)=[O:30])=[O:25]>>[CH:19]([N:12]1[C:13]2[N:14]=[CH:15][N:16]=[CH:17][C:18]=2[C:10]([C:8]([C:4]2[CH:3]=[C:2]([NH:1][C:29](=[O:30])[C:28]3[CH:32]=[CH:33][CH:34]=[C:26]([C:24](=[O:25])[C:23]([F:35])([F:36])[F:22])[CH:27]=3)[CH:7]=[N:6][CH:5]=2)=[O:9])=[CH:11]1)([CH3:21])[CH3:20]. Procedure details: The title compound was prepared according to the method described for Example 34 starting from (5-aminopyridin-3-yl)(7-isopropyl-7H-pyrrolo[2,3-d]pyrimidin-5-yl)methanone (Preparation 95) and 3-(trifluoroacetyl)benzoic acid (Preparation 200) to afford the title compound as a white solid in 80% yield, 41 mg. LCMS (system 3): Rt=2.52 min; m/z 482 [M+H]+. Starting materials: O=C([O-])[O-], CCOC(C)=O, CC(C)(C)CC1CNC(c2cccc(Cl)c2F)C1(C#N)c1ccc(Cl)cc1F, [K+], [K+], CN(C)C=O. Product: CCOC(=O)CN1CC(CC(C)(C)C)C(C#N)(c2ccc(Cl)cc2F)C1c1cccc(Cl)c1F. As a reaction SMILES: [C:29](=[O:30])([O-:31])[O-:32].[CH3:35][CH2:36][O:37][C:38]([CH3:39])=[O:40].[Cl:1][c:2]1[c:3]([F:28])[c:4]([CH:8]2[NH:9][CH2:10][CH:11]([CH2:23][C:24]([CH3:25])([CH3:26])[CH3:27])[C:12]2([C:13]#[N:14])[c:15]2[c:16]([F:22])[cH:17][c:18]([Cl:21])[cH:19][cH:20]2)[cH:5][cH:6][cH:7]1.[K+:33].[K+:34].[O:41]=[CH:42][N:43]([CH3:44])[CH3:45]>>[Cl:1][c:2]1[c:3]([F:28])[c:4]([CH:8]2[N:9]([CH2:39][C:38]([O:37][CH2:36][CH3:35])=[O:40])[CH2:10][CH:11]([CH2:23][C:24]([CH3:25])([CH3:26])[CH3:27])[C:12]2([C:13]#[N:14])[c:15]2[c:16]([F:22])[cH:17][c:18]([Cl:21])[cH:19][cH:20]2)[cH:5][cH:6][cH:7]1. The reactants are CN1N=C(C(=C1)C1=CC=NC=C1)C1=CC=C(OCC2=NC3=CC=CC=C3C=C2)C=C1 (2-[4-(1-Methyl-4-pyridin4-yl-1H-pyrazol-3-yl)-phenoxymethyl]-quinoline), C(C)NN (ethyl hydrazine). Product: C(C)N1N=C(C(=C1)C1=CC=NC=C1)C1=CC=C(OCC2=NC3=CC=CC=C3C=C2)C=C1 (2-[4-(1-Ethyl-4-pyridin-4-yl-1H-pyrazol-3-yl)-phenoxymethyl]-quinoline). Reaction SMILES: [CH3:1][N:2]1[CH:6]=[C:5]([C:7]2[CH:12]=[CH:11][N:10]=[CH:9][CH:8]=2)[C:4]([C:13]2[CH:30]=[CH:29][C:16]([O:17][CH2:18][C:19]3[CH:28]=[CH:27][C:26]4[C:21](=[CH:22][CH:23]=[CH:24][CH:25]=4)[N:20]=3)=[CH:15][CH:14]=2)=[N:3]1.[CH2:31](NN)C>>[CH2:1]([N:2]1[CH:6]=[C:5]([C:7]2[CH:8]=[CH:9][N:10]=[CH:11][CH:12]=2)[C:4]([C:13]2[CH:30]=[CH:29][C:16]([O:17][CH2:18][C:19]3[CH:28]=[CH:27][C:26]4[C:21](=[CH:22][CH:23]=[CH:24][CH:25]=4)[N:20]=3)=[CH:15][CH:14]=2)=[N:3]1)[CH3:31]. Procedure details: Following the procedure for the preparation of 2-[4-(1-Methyl-4-pyridin4-yl-1H-pyrazol-3-yl)-phenoxymethyl]-quinoline but substituting ethyl hydrazine provided the title compound. 1H NMR (400 MHz, CDCl3) δ 8.35 (bs, 2H), 8.19 (d, J=8.3 Hz, 1 H), 8.07 (d, J=9.1 Hz, 1 H), 7.82 (d, J=7.9 Hz, 1H), 7.73 (t, J=8.3 Hz, 1H), 7.67 (d, J=8.3 Hz, 2 H), 7.62 (s, 1H), 7.55 (t, J=7.9 Hz, 1 H), 7.37 (d, J=9.1 Hz, 2H), 7.21 (bs, 2 H), 7.01 (d, J=8.7 Hz, 2H) 5.39 (s, 2H), 4.24 (q, J=7.5 Hz, 2H), 1.56 (t, J=7.5 H...